Dataset: the Open Reaction Database (ORD), a public repository of structured organic reaction records. Task: describe an organic reaction: reactants, conditions, products, and yield Run at time 4.25 hour. Reagents/catalysts: CN(C=O)C (dimethylformamide). Product: CN1N=CC(=C1)C1=C2C=CC(=CC2=CC=C1)C(=O)NC(=N)N (5-(1-methyl-1H-pyrazol-4-yl)-2-naphthoylguanidine). Solvent: ClCCl (dichloromethane). Procedure details: Oxalyl chloride (1.1 mL, 13 mmol) was added to a solution of 5-(1-methyl-1H-pyrazol-4-yl)-2-naphthoic acid (1.19 g, 4.71 mmol) in anhydrous dichloromethane (200 mL (which was added in portions during the reaction to effect dissolution)) containing dimethylformamide (2 drops) under nitrogen and the mixture was stirred at room temperature for 4.25 hours. The reaction mixture was then heated for 1 hour at 40° C., before being concentrated under reduced pressure. The resulting crude acid chloride wa... Reaction SMILES: C(Cl)(=O)C(Cl)=O.[CH3:7][N:8]1[CH:12]=[C:11]([C:13]2[CH:22]=[CH:21][CH:20]=[C:19]3[C:14]=2[CH:15]=[CH:16][C:17]([C:23]([OH:25])=O)=[CH:18]3)[CH:10]=[N:9]1.Cl.[NH2:27][C:28]([NH2:30])=[NH:29].[OH-].[Na+]>ClCCl.CN(C)C=O>[CH3:7][N:8]1[CH:12]=[C:11]([C:13]2[CH:22]=[CH:21][CH:20]=[C:19]3[C:14]=2[CH:15]=[CH:16][C:17]([C:23]([NH:29][C:28]([NH2:30])=[NH:27])=[O:25])=[CH:18]3)[CH:10]=[N:9]1 |f:2.3,4.5|. Isolated yield 83.2%. Starting materials: Cl.NC(=N)N (guanidine hydrochloride), [OH-].[Na+] (sodium hydroxide), C(C(=O)Cl)(=O)Cl (Oxalyl chloride), CN1N=CC(=C1)C1=C2C=CC(=CC2=CC=C1)C(=O)O (5-(1-methyl-1H-pyrazol-4-yl)-2-naphthoic acid). The reactants are BrCCOC1=CC=C(C=C1)\C(=C(\C(F)(F)F)/C1=CC=CC=C1)\C1=CC=CC=C1 ((E)-1-[4-(2-bromoethoxy)-phenyl]-1,2-diphenyl-3,3,3-trifluoro-propene), [N-]=[N+]=[N-].[Na+] (sodium azide). The solvent is COCCO (2-methoxyethanol), O (water). Reaction conditions: time 1 hour. Product: N(=[N+]=[N-])CCOC1=CC=C(C=C1)\C(=C(\C(F)(F)F)/C1=CC=CC=C1)\C1=CC=CC=C1 ((E)-1-[4-(2-azidoethoxy)-phenyl]-1,2-diphenyl-3,3,3-trifluoro-propene). The yield is 82.2%. RXN SMILES: Br[CH2:2][CH2:3][O:4][C:5]1[CH:10]=[CH:9][C:8](/[C:11](/[C:23]2[CH:28]=[CH:27][CH:26]=[CH:25][CH:24]=2)=[C:12](\[C:17]2[CH:22]=[CH:21][CH:20]=[CH:19][CH:18]=2)/[C:13]([F:16])([F:15])[F:14])=[CH:7][CH:6]=1.[N-:29]=[N+:30]=[N-:31].[Na+]>COCCO.O>[N:29]([CH2:2][CH2:3][O:4][C:5]1[CH:10]=[CH:9][C:8](/[C:11](/[C:23]2[CH:28]=[CH:27][CH:26]=[CH:25][CH:24]=2)=[C:12](\[C:17]2[CH:22]=[CH:21][CH:20]=[CH:19][CH:18]=2)/[C:13]([F:16])([F:15])[F:14])=[CH:7][CH:6]=1)=[N+:30]=[N-:31] |f:1.2|. Procedure: 9.83 g (22 mmoles) of (E)-1-[4-(2-bromoethoxy)-phenyl]-1,2-diphenyl-3,3,3-trifluoro-propene are dissolved in 100 ml of 2-methoxyethanol, a solution of 2.86 g (44 mmoles) of sodium azide in 10 ml of water is added, and the mixture is boiled for one hour. The reaction mixture is processed as described in Example 5, and the product is recrystallized twice from ethanol. 7.40 g (82%) of the aimed compound are obtained; m.p.: 73°-75° C. The reactants are CCOC(C)=O, CN1CCCC1COc1cc(NC(=O)c2cccnc2F)cc(C(F)(F)F)c1, NCc1ccc(F)cc1. Product: CN1CCCC1COc1cc(NC(=O)c2cccnc2NCc2ccc(F)cc2)cc(C(F)(F)F)c1. As a reaction SMILES: [CH3:38][CH2:39][O:40][C:41]([CH3:42])=[O:43].[F:1][c:2]1[c:3]([C:4](=[O:5])[NH:6][c:7]2[cH:8][c:9]([O:17][CH2:18][CH:19]3[N:20]([CH3:24])[CH2:21][CH2:22][CH2:23]3)[cH:10][c:11]([C:13]([F:14])([F:15])[F:16])[cH:12]2)[cH:25][cH:26][cH:27][n:28]1.[F:29][c:30]1[cH:31][cH:32][c:33]([CH2:34][NH2:35])[cH:36][cH:37]1>>[c:2]1([NH:35][CH2:34][c:33]2[cH:32][cH:31][c:30]([F:29])[cH:37][cH:36]2)[c:3]([C:4](=[O:5])[NH:6][c:7]2[cH:8][c:9]([O:17][CH2:18][CH:19]3[N:20]([CH3:24])[CH2:21][CH2:22][CH2:23]3)[cH:10][c:11]([C:13]([F:14])([F:15])[F:16])[cH:12]2)[cH:25][cH:26][cH:27][n:28]1. Reactants: Cl (Hydrogen chloride), solution, C(C)(C)(C)OC(N[C@@H]1C[C@H](C1)N1C(N(C=2C1=NC=CC2)C)=O)=O (tert-butyl(trans-3-(1-methyl-2-oxo-1H-imidazo[4,5-b]pyridin-3(2H)-yl)cyclobutyl)carbamate). Run in O1CCOCC1 (1,4-dioxane), O1CCOCC1 (1,4-dioxane). Reaction conditions: time 21 hour. Product: Cl.N[C@@H]1C[C@H](C1)N1C(N(C=2C1=NC=CC2)C)=O (3-(trans-3-aminocyclobutyl)-1-methyl-1H-imidazo[4,5-b]pyridin-2(3H)-one hydrochloride). Isolated yield 51.0%. As a reaction SMILES: [ClH:1].C(OC(=O)[NH:8][C@H:9]1[CH2:12][C@H:11]([N:13]2[C:17]3=[N:18][CH:19]=[CH:20][CH:21]=[C:16]3[N:15]([CH3:22])[C:14]2=[O:23])[CH2:10]1)(C)(C)C>O1CCOCC1>[ClH:1].[NH2:8][C@H:9]1[CH2:12][C@H:11]([N:13]2[C:17]3=[N:18][CH:19]=[CH:20][CH:21]=[C:16]3[N:15]([CH3:22])[C:14]2=[O:23])[CH2:10]1 |f:3.4|. Procedure: Hydrogen chloride, 4.0M solution in 1,4-dioxane (130 mL, 519 mmol) was added to a stirred solution of the tert-butyl(trans-3-(1-methyl-2-oxo-1H-imidazo[4,5-b]pyridin-3(2H)-yl)cyclobutyl)carbamate product of step 2 (33.1 g, 104 mmol) in 1,4-dioxane (400 mL). The reaction mixture was stirred at room temperature for 21 h. The precipitate was filtered and washed with ether to yield the title compound (13.4 g, 51% yield) as an off-white solid. Reactants: CCNC(=O)C1OC(OC(C)=O)C(OC(=O)c2ccccc2)C1OC(=O)c1ccccc1, CCNC(=O)C1OC(OC(C)=O)C(OC(=O)c2ccccc2)C1OC(=O)c1ccccc1, CCOC(C)=O, CC(Cl)(Cl)Cl, Cc1ccccc1, C[Si](C)(C)OS(=O)(=O)C(F)(F)F, Nc1nc(Cl)c2[nH]cnc2n1. Product: CCNC(=O)C1OC(n2cnc3c(Cl)nc(N)nc32)C(OC(=O)c2ccccc2)C1OC(=O)c1ccccc1. RXN SMILES: [C:12]([c:13]1[cH:14][cH:15][cH:16][cH:17][cH:18]1)(=[O:19])[O:20][CH:21]1[CH:22]([C:39](=[O:40])[NH:41][CH2:42][CH3:43])[O:23][CH:24]([O:35][C:36](=[O:37])[CH3:38])[CH:25]1[O:26][C:27]([c:28]1[cH:29][cH:30][cH:31][cH:32][cH:33]1)=[O:34].[C:44]([O:45][CH:46]1[CH:47]([O:48][C:49](=[O:50])[c:51]2[cH:52][cH:53][cH:54][cH:55][cH:56]2)[CH:57]([O:58][C:59](=[O:60])[CH3:61])[O:62][CH:63]1[C:64]([NH:65][CH2:66][CH3:67])=[O:68])(=[O:69])[c:70]1[cH:71][cH:72][cH:73][cH:74][cH:75]1.[CH3:100][CH2:101][O:102][C:103](=[O:104])[CH3:105].[CH3:88][C:89]([Cl:90])([Cl:91])[Cl:92].[CH3:93][c:94]1[cH:95][cH:96][cH:97][cH:98][cH:99]1.[F:76][C:77]([F:78])([F:79])[S:80]([O:81][Si:82]([CH3:83])([CH3:84])[CH3:85])(=[O:86])=[O:87].[NH2:1][c:2]1[n:3][c:4]([Cl:11])[c:5]2[nH:6][cH:7][n:8][c:9]2[n:10]1>>[NH2:1][c:2]1[n:3][c:4]([Cl:11])[c:5]2[n:6][cH:7][n:8]([CH:24]3[O:23][CH:22]([C:39](=[O:40])[NH:41][CH2:42][CH3:43])[CH:21]([O:20][C:12]([c:13]4[cH:14][cH:15][cH:16][cH:17][cH:18]4)=[O:19])[CH:25]3[O:26][C:27]([c:28]3[cH:29][cH:30][cH:31][cH:32][cH:33]3)=[O:34])[c:9]2[n:10]1. Starting materials: ClC=1N=CC=2N(C(C(CN(C2N1)C1CCCC1)(F)F)=O)C (2-Chloro-9-cyclopentyl-7,7-difluoro-5-methyl-8,9-dihydro-5H-pyrimido[5,4-b][1,4]diazepin-6(7H)-one), FC=1C=C(N)C=CC1 (3-fluoroaniline). Reagents/catalysts: Cl (HCl). Run in CC(C)O (i-PrOH). Yields the product C1(CCCC1)N1C2=C(N(C(C(C1)(F)F)=O)C)C=NC(=N2)NC2=CC(=CC=C2)F (9-Cyclopentyl-7,7-difluoro-2-(3-fluorophenylamino)-5-methyl-8,9-dihydro-5H-pyrimido[4,5-b][1,4]diazepin-6(7H)-one). RXN SMILES: Cl[C:2]1[N:3]=[CH:4][C:5]2[N:6]([CH3:21])[C:7](=[O:20])[C:8]([F:19])([F:18])[CH2:9][N:10]([CH:13]3[CH2:17][CH2:16][CH2:15][CH2:14]3)[C:11]=2[N:12]=1.[F:22][C:23]1[CH:24]=[C:25]([CH:27]=[CH:28][CH:29]=1)[NH2:26]>Cl.CC(O)C>[CH:13]1([N:10]2[CH2:9][C:8]([F:19])([F:18])[C:7](=[O:20])[N:6]([CH3:21])[C:5]3[CH:4]=[N:3][C:2]([NH:26][C:25]4[CH:27]=[CH:28][CH:29]=[C:23]([F:22])[CH:24]=4)=[N:12][C:11]2=3)[CH2:17][CH2:16][CH2:15][CH2:14]1. Reported procedure: 2-Chloro-9-cyclopentyl-7,7-difluoro-5-methyl-8,9-dihydro-5H-pyrimido[5,4-b][1,4]diazepin-6(7H)-one (100 mg, 0.32 mmol), 3-fluoroaniline (54 mg, 0.48 mmol), i-PrOH (2 mL) and conc. HCl (5 drops) were heated to 100° C. overnight to give the title compound. The final compound was purified by reverse phase HPLC and basified to give the free base (50 mg, 40%). 1H NMR (400 MHz, DMSO-d6) δ ppm 1.58-1.96 (m, 8H) 4.04 (t, J=14 Hz, 2H) 4.78 (m, 1H) 6.59-6.87 (m, 1H) 7.16-7.33 (m, 1H) 7.38 (d, J=8 Hz, 1H) ... The product is C(C)(C)(C)C=1C=C2C=NN(C(C2=C(C1)F)=O)C1=C(COC(C)=O)C(=CC=C1)C=1N=C(C=2N(C1)C=CN2)NC2=CC=C(C=C2)C2CCN(CC2)C (acetic acid 2-(6-tert-butyl-8-fluoro-1-oxo-1H-phthalazin-2-yl)-6-{8-[4-(1-methyl-piperidin-4-yl)-phenylamino]-imidazo[1,2-a]pyrazin-6-yl}-benzyl ester). RXN SMILES: [C:1]([O:4][CH2:5][C:6]1[C:11](B2OC(C)(C)C(C)(C)O2)=[CH:10][CH:9]=[CH:8][C:7]=1[N:21]1[N:30]=[CH:29][C:28]2[C:23](=[C:24]([F:35])[CH:25]=[C:26]([C:31]([CH3:34])([CH3:33])[CH3:32])[CH:27]=2)[C:22]1=[O:36])(=[O:3])[CH3:2].Br[C:38]1[N:39]=[C:40]([NH:47][C:48]2[CH:53]=[CH:52][C:51]([CH:54]3[CH2:59][CH2:58][N:57]([CH3:60])[CH2:56][CH2:55]3)=[CH:50][CH:49]=2)[C:41]2[N:42]([CH:44]=[CH:45][N:46]=2)[CH:43]=1.C([O-])([O-])=O.[K+].[K+].CC(C1C=C(C(C)C)C(C2C=CC=CC=2P(C2CCCCC2)C2CCCCC2)=C(C(C)C)C=1)C>O1CCOCC1.O.C1C=CC(/C=C/C(/C=C/C2C=CC=CC=2)=O)=CC=1.C1C=CC(/C=C/C(/C=C/C2C=CC=CC=2)=O)=CC=1.C1C=CC(/C=C/C(/C=C/C2C=CC=CC=2)=O)=CC=1.[Pd].[Pd]>[C:31]([C:26]1[CH:27]=[C:28]2[C:23](=[C:24]([F:35])[CH:25]=1)[C:22](=[O:36])[N:21]([C:7]1[CH:8]=[CH:9][CH:10]=[C:11]([C:38]3[N:39]=[C:40]([NH:47][C:48]4[CH:49]=[CH:50][C:51]([CH:54]5[CH2:59][CH2:58][N:57]([CH3:60])[CH2:56][CH2:55]5)=[CH:52][CH:53]=4)[C:41]4[N:42]([CH:44]=[CH:45][N:46]=4)[CH:43]=3)[C:6]=1[CH2:5][O:4][C:1](=[O:3])[CH3:2])[N:30]=[CH:29]2)([CH3:33])([CH3:32])[CH3:34] |f:2.3.4,8.9.10.11.12|. Reagents/catalysts: C=1C=CC(=CC1)/C=C/C(=O)/C=C/C2=CC=CC=C2.C=1C=CC(=CC1)/C=C/C(=O)/C=C/C2=CC=CC=C2.C=1C=CC(=CC1)/C=C/C(=O)/C=C/C2=CC=CC=C2.[Pd].[Pd] (Pd2(dba)3). Starting materials: C(C)(=O)OCC1=C(C=CC=C1B1OC(C(O1)(C)C)(C)C)N1C(C2=C(C=C(C=C2C=N1)C(C)(C)C)F)=O (2-(6-tert-butyl-8-fluoro-1-oxophthalazin-2(1H)-yl)-6-(4,4,5,5-tetramethyl-1,3,2-dioxaborolan-2-yl)benzyl acetate), BrC=1N=C(C=2N(C1)C=CN2)NC2=CC=C(C=C2)C2CCN(CC2)C ((6-bromo-imidazo[1,2-a]pyrazin-8-yl)-[4-(1-methyl-piperidin-4-yl)-phenyl]-amine), C(=O)([O-])[O-].[K+].[K+] (K2CO3), CC(C)C1=CC(=C(C(=C1)C(C)C)C2=C(C=CC=C2)P(C3CCCCC3)C4CCCCC4)C(C)C (X-phos). The solvent is O1CCOCC1 (dioxane), O (water). The yield is 91.3%. Reported procedure: A solution of 2-(6-tert-butyl-8-fluoro-1-oxophthalazin-2(1H)-yl)-6-(4,4,5,5-tetramethyl-1,3,2-dioxaborolan-2-yl)benzyl acetate (491.3 mg, 1 mmol), (6-bromo-imidazo[1,2-a]pyrazin-8-yl)-[4-(1-methyl-piperidin-4-yl)-phenyl]-amine (200 mg, 0.52 mmol), K2CO3 (137 mg, 1 mmol), Pd2(dba)3 (45.4 mg, 0.05 mmol), X-phos (94.5 mg, 0.2 mmol) in 30 mL dioxane and 10 mL water was stirred at 90° C. overnight. The reaction mixture was filtered. The filtrate was evaporated and the residue was purified through a s... Starting materials: FC=1C=C(C=CC1)C1OC2=CC=C(C=C2CC1)O (2-(3-fluorophenyl)chroman-6-ol), FC1=C(C=CC(=C1)F)C1OC2=CC=C(C=C2C(C1)O)O (2-(2,4-difluorophenyl)chroman-4,6-diol). The product is FC1=C(C=CC(=C1)F)C1OC2=CC=C(C=C2CC1)O (2-(2,4-Difluorophenyl)chroman-6-ol). As a reaction SMILES: FC1C=C(C2CCC3C(=CC=C(O)C=3)O2)C=CC=1.[F:19][C:20]1[CH:25]=[C:24]([F:26])[CH:23]=[CH:22][C:21]=1[CH:27]1[CH2:36][CH:35](O)[C:34]2[C:29](=[CH:30][CH:31]=[C:32]([OH:38])[CH:33]=2)[O:28]1>>[F:19][C:20]1[CH:25]=[C:24]([F:26])[CH:23]=[CH:22][C:21]=1[CH:27]1[CH2:36][CH2:35][C:34]2[C:29](=[CH:30][CH:31]=[C:32]([OH:38])[CH:33]=2)[O:28]1. Procedure: 2-(2,4-Difluorophenyl)chroman-6-ol was prepared as described for 2-(3-fluorophenyl)chroman-6-ol in Example 9(c) starting from 800 mg of 2-(2,4-difluorophenyl)chroman-4,6-diol. 1H NMR (400 MHz, d6-DMSO) δ: 8.83 (s, 1H), 7.56 (m, 1H), 7.28 (m, 1H), 7.13 (m, 1H), 6.63 (m, 1H), 6.53-6.50 (m, 2H), 5.17 (dd, 1H, J 10.3, 2.3 Hz), 2.92 (ddd, 1H, J −17.0, 11.5, 5.8 Hz), 2.66 (ddd, 1H, J −17.0, 5.0, 2.7 Hz), 2.09 (m, 1H), 1.98 (m, 1H).